From a dataset of the Open Reaction Database (ORD), a public repository of structured organic reaction records. describe an organic reaction: reactants, conditions, products, and yield Starting materials: NC=1C=NC2=CC(=CC=C2C1NCCCNC(OC(C)(C)C)=O)Br (tert-butyl 3-[(3-amino-7-bromoquinolin-4-yl)amino]propylcarbamate), C(=S)(N1C=NC=C1)N1C=NC=C1 (1,1′-thiocarbonyldiimidazole), C(=S)(N1C=NC=C1)N1C=NC=C1 (1,1′-thiocarbonyldiimidazole). The solvent is C1CCOC1 (THF). Product: BrC=1C=CC=2C3=C(C=NC2C1)NC(N3CCCNC(OC(C)(C)C)=O)=S (tert-butyl 3-(7-bromo-2-thioxo-2,3-dihydro-1H-imidazo[4,5-c]quinolin-1-yl)propylcarbamate). Yield: 38.9%. RXN SMILES: [NH2:1][C:2]1[CH:3]=[N:4][C:5]2[C:10]([C:11]=1[NH:12][CH2:13][CH2:14][CH2:15][NH:16][C:17](=[O:23])[O:18][C:19]([CH3:22])([CH3:21])[CH3:20])=[CH:9][CH:8]=[C:7]([Br:24])[CH:6]=2.[C:25](N1C=CN=C1)(N1C=CN=C1)=[S:26]>C1COCC1>[Br:24][C:7]1[CH:8]=[CH:9][C:10]2[C:11]3[N:12]([CH2:13][CH2:14][CH2:15][NH:16][C:17](=[O:23])[O:18][C:19]([CH3:21])([CH3:20])[CH3:22])[C:25](=[S:26])[NH:1][C:2]=3[CH:3]=[N:4][C:5]=2[CH:6]=1. Reported procedure: A solution of tert-butyl 3-[(3-amino-7-bromoquinolin-4-yl)amino]propylcarbamate (9.3 g, 23.5 mmol) and 1,1′-thiocarbonyldiimidazole (4.6 g, 26 mmol) in THF (250 mL), and the reaction mixture was heated at reflux for two hours. An analysis by liquid chromatography/mass spectrometry (LC/MS) indicated the reaction was incomplete, and additional 1,1′-thiocarbonyldiimidazole (1 g) was added. The reaction was heated at reflux for an additional hour, allowed to cool to room temperature, and concentrate... Reactants: BrC=1C=C2C=CC(=CC2=CC1)O (6-bromo-2-naphthol), N (ammonia), O1CCCC1 (tetrahydrofuran). Conditions: temperature 80 celsius, time 1 hour. Product: OC=1C=C2C=CC(=CC2=CC1)NC(C)=O (N-(6-hydroxy-2-naphthyl)acetamide). The yield is 63.0%. As a reaction SMILES: Br[C:2]1[CH:3]=[C:4]2[C:9](=[CH:10][CH:11]=1)[CH:8]=[C:7]([OH:12])[CH:6]=[CH:5]2.[NH3:13].[O:14]1CC[CH2:16][CH2:15]1>>[OH:12][C:7]1[CH:8]=[C:9]2[C:4](=[CH:5][CH:6]=1)[CH:3]=[C:2]([NH:13][C:15](=[O:14])[CH3:16])[CH:11]=[CH:10]2. Procedure: Into a high pressure reaction vessel (fitted for shaking), tetrahydrofuran (200 ml) was combined with 6-bromo-2-naphthol. The reaction vessel was then charged with gaseous ammonia (800 psi, 56.2 kg/cm2) and warmed to 80° C. for 3 days. The resulting solution was removed by reduced pressure and some of the solid precipitate 6-amino-2-napthol (10 g) was placed (without further purification) into a 500 ml round bottom flask). The solid was completely dissolved into a 50:50 mixture of water:ethanol.... Starting materials: CN(C)c1ccncc1, CCOCC, O=C1OC(Cn2ccnn2)CN1c1ccc(-c2ccc(C3=NOC(CO)C3)nc2)c(F)c1, O=C1CCC(=O)O1, CN(C)C=O, c1ccncc1. Product: O=C(O)CCC(=O)OCC1CC(c2ccc(-c3ccc(N4CC(Cn5ccnn5)OC4=O)cc3F)cn2)=NO1. RXN SMILES: [CH3:51][N:52]([CH3:53])[c:54]1[cH:55][cH:56][n:57][cH:58][cH:59]1.[CH3:60][CH2:61][O:62][CH2:63][CH3:64].[F:1][c:2]1[cH:3][c:4]([N:21]2[C:22](=[O:32])[O:23][CH:24]([CH2:26][n:27]3[n:28][n:29][cH:30][cH:31]3)[CH2:25]2)[cH:5][cH:6][c:7]1-[c:8]1[cH:9][n:10][c:11]([C:14]2=[N:15][O:16][CH:17]([CH2:19][OH:20])[CH2:18]2)[cH:12][cH:13]1.[O:33]1[C:34](=[O:39])[CH2:35][CH2:36][C:37]1=[O:38].[O:40]=[CH:41][N:42]([CH3:43])[CH3:44].[cH:45]1[cH:46][cH:47][n:48][cH:49][cH:50]1>>[F:1][c:2]1[cH:3][c:4]([N:21]2[C:22](=[O:32])[O:23][CH:24]([CH2:26][n:27]3[n:28][n:29][cH:30][cH:31]3)[CH2:25]2)[cH:5][cH:6][c:7]1-[c:8]1[cH:9][n:10][c:11]([C:14]2=[N:15][O:16][CH:17]([CH2:19][O:20][C:37]([CH2:36][CH2:35][C:34](=[O:33])[OH:39])=[O:38])[CH2:18]2)[cH:12][cH:13]1. The reactants are C1(=CC=CC=C1)S(=O)(=O)CC(=O)O (phenyl sulfonylacetic acid), BrC1=CC=C(C=O)C=C1 (4-bromobenzaldehyde). Yields the product C1(=CC=CC=C1)S(=O)(=O)\C=C\C1=CC=C(C=C1)Br (E-4-bromostyryl phenyl sulfone). The yield is 78.0%. RXN SMILES: [C:1]1([S:7]([CH2:10][C:11](O)=O)(=[O:9])=[O:8])[CH:6]=[CH:5][CH:4]=[CH:3][CH:2]=1.[Br:14][C:15]1[CH:22]=[CH:21][C:18](C=O)=[CH:17][CH:16]=1>>[C:1]1([S:7](/[CH:10]=[CH:11]/[C:18]2[CH:21]=[CH:22][C:15]([Br:14])=[CH:16][CH:17]=2)(=[O:9])=[O:8])[CH:6]=[CH:5][CH:4]=[CH:3][CH:2]=1. Reported procedure: A solution of phenyl sulfonylacetic acid (0.01 mol) and 4-bromobenzaldehyde (0.01 mol) was subjected to Procedure 1. The title compound was obtained in 78-80% yield. Reactants: CCO, O=C(CC(CF)N1C(=O)c2ccccc2C1=O)OCc1ccccc1, [Pd]. Product: O=C(O)CC(CF)N1C(=O)c2ccccc2C1=O. Reaction SMILES: [CH3:26][CH2:27][OH:28].[F:1][CH2:2][CH:3]([CH2:4][C:5](=[O:6])[O:7][CH2:8][c:9]1[cH:10][cH:11][cH:12][cH:13][cH:14]1)[N:15]1[C:16](=[O:25])[c:17]2[cH:18][cH:19][cH:20][cH:21][c:22]2[C:23]1=[O:24].[Pd:29]>>[F:1][CH2:2][CH:3]([CH2:4][C:5](=[O:6])[OH:7])[N:15]1[C:16](=[O:25])[c:17]2[cH:18][cH:19][cH:20][cH:21][c:22]2[C:23]1=[O:24]. Starting materials: NC1=NC=CC=C1OCC1=CC=C(C=C1)C(=O)OCC (2-amino-3-(4-ethoxycarbonylbenzyloxy)pyridine), [Li] (lithium), [H-] (hydride), O (water). The solvent is O1CCCC1 (tetrahydrofuran). Run at time 1.5 hour. Product: NC1=NC=CC=C1OCC1=CC=C(C=C1)CO (2-amino-3-(4-hydroxymethylbenzyloxy)pyridine). The yield is 89.8%. RXN SMILES: [NH2:1][C:2]1[C:7]([O:8][CH2:9][C:10]2[CH:15]=[CH:14][C:13]([C:16](OCC)=[O:17])=[CH:12][CH:11]=2)=[CH:6][CH:5]=[CH:4][N:3]=1.[Li].[H-].O>O1CCCC1>[NH2:1][C:2]1[C:7]([O:8][CH2:9][C:10]2[CH:11]=[CH:12][C:13]([CH2:16][OH:17])=[CH:14][CH:15]=2)=[CH:6][CH:5]=[CH:4][N:3]=1 |^1:20|. Reported procedure: A solution of 2-amino-3-(4-ethoxycarbonylbenzyloxy)pyridine (1.04 g) in tetrahydrofuran (15 ml) was added dropwise to a suspension of lithium alminum hydride (0.24 g) in tetrahydrofran (24 ml) with ice cooling over a period of 10 minutes. After being stirred for 1.5 hours at room temperature, the excess reagent was decomposed with a small amount of water and the resulting precipitates were filtered off by suction. The filtrate was evaporated in vacuo and the crystalline residue was washed with d... Starting materials: C(C)(C)(C)OC(=O)N[C@@H](CC(C)C)C(=O)O (N-(tert-butoxycarbonyl)-L-leucine), C(=O)(N1C=NC=C1)N1C=NC=C1 (1,1′-carbonyldiimidazole), Cl.CNOC (N,O-dimethylhydroxylamine hydrochloride), CCN(C(C)C)C(C)C (DIPEA). Solvent: C1CCOC1 (THF), CN(C)C=O (DMF). Reaction conditions: time 1 hour. Product: CC(C)(C)OC(=O)N[C@@H](CC(C)C)C(=O)N(OC)C (N2-{[(1,1-dimethylethyl)oxy]carbonyl}-N1-methyl-N1-(methyloxy)-L-leucinamide). The yield is 65.6%. As a reaction SMILES: [C:1]([O:5][C:6]([NH:8][C@H:9]([C:14]([OH:16])=O)[CH2:10][CH:11]([CH3:13])[CH3:12])=[O:7])([CH3:4])([CH3:3])[CH3:2].C(N1C=CN=C1)(N1C=CN=C1)=O.Cl.[CH3:30][NH:31][O:32][CH3:33].CCN(C(C)C)C(C)C>C1COCC1.CN(C=O)C>[CH3:4][C:1]([O:5][C:6]([NH:8][C@H:9]([C:14]([N:31]([CH3:30])[O:32][CH3:33])=[O:16])[CH2:10][CH:11]([CH3:12])[CH3:13])=[O:7])([CH3:2])[CH3:3] |f:2.3|. Reported procedure: To a solution of N-(tert-butoxycarbonyl)-L-leucine (3.00 g, 13.0 mmol) in THF (25.0 mL) was added 1,1′-carbonyldiimidazole (2.52 g, 15.6 mmol) portionwise over about 10 min. After stirring 1 h at RT, a solution of N,O-dimethylhydroxylamine hydrochloride (1.39 g, 14.3 mmol) and DIPEA (2.49 mL, 14.3 mmol) in DMF (6.0 mL) was added. The reaction mixture was stirred for 2.5 h at RT, followed by concentration in vacuo. The residue was diluted with EtOAc (50 mL) and washed with 1 M aq. HCl (2×20 mL), ... Starting materials: C(C)OCC (diethyl ether), C(C)(C)(C)OC(=O)NC1C(NC2=C(C(C1)=O)C=CC=C2)=O (3-t-butyloxycarbonylamino-3,4-dihydro-1H-1-benzazepine-2,5-dione), C([O-])([O-])=O.[Cs+].[Cs+] (cesium carbonate), IC (iodomethane). The solvent is CN(C)C=O (DMF), C(C)(=O)OCC (ethyl acetate). Run at time 1 hour. Yields the product C(C)(C)(C)OC(=O)NC1C(N(C2=C(C(C1)=O)C=CC=C2)C)=O (3-t-butyloxycarbonylamino-1-methyl-3,4-dihydro-1H-1-benzazepine-2,5-dione). As a reaction SMILES: [C:1]([O:5][C:6]([NH:8][CH:9]1[CH2:15][C:14](=[O:16])[C:13]2[CH:17]=[CH:18][CH:19]=[CH:20][C:12]=2[NH:11][C:10]1=[O:21])=[O:7])([CH3:4])([CH3:3])[CH3:2].[C:22](=O)([O-])[O-].[Cs+].[Cs+].IC.C(OCC)C>CN(C=O)C.C(OCC)(=O)C>[C:1]([O:5][C:6]([NH:8][CH:9]1[CH2:15][C:14](=[O:16])[C:13]2[CH:17]=[CH:18][CH:19]=[CH:20][C:12]=2[N:11]([CH3:22])[C:10]1=[O:21])=[O:7])([CH3:4])([CH3:2])[CH3:3] |f:1.2.3|. Reported procedure: To a solution of 3-t-butyloxycarbonylamino-3,4-dihydro-1H-1-benzazepine-2,5-dione (500 mg, 1.72 mmol) in 25 ml anhydrous DMF was-added cesium carbonate (562 mg) followed by iodomethane (215 μl). The reaction was stirred for one hour, diluted with ethyl acetate and then washed with water. The organic phase was separated, washed with brine, dried (MgSO4) and concentrated to give a yellow solid. Tritiation with diethyl ether gave 3-t-butyloxycarbonylamino-1-methyl-3,4-dihydro-1H-1-benzazepine-2,5-d... Starting materials: Cc1ccc(-n2c(=O)n(OCc3ccccc3)c(=O)c3cc(F)c(N4CCCC4)nc32)cc1, C1CCOC1. Product: Cc1ccc(-n2c(=O)n(O)c(=O)c3cc(F)c(N4CCCC4)nc32)cc1. As a reaction SMILES: [CH2:1]([c:2]1[cH:3][cH:4][cH:5][cH:6][cH:7]1)[O:8][n:9]1[c:10](=[O:33])[n:11](-[c:26]2[cH:27][cH:28][c:29]([CH3:32])[cH:30][cH:31]2)[c:12]2[c:13]([c:14]1=[O:15])[cH:16][c:17]([F:25])[c:18]([N:20]1[CH2:21][CH2:22][CH2:23][CH2:24]1)[n:19]2.[CH2:34]1[O:35][CH2:36][CH2:37][CH2:38]1>>[OH:8][n:9]1[c:10](=[O:33])[n:11](-[c:26]2[cH:27][cH:28][c:29]([CH3:32])[cH:30][cH:31]2)[c:12]2[c:13]([c:14]1=[O:15])[cH:16][c:17]([F:25])[c:18]([N:20]1[CH2:21][CH2:22][CH2:23][CH2:24]1)[n:19]2. The reactants are C1(=CC=CC=C1)OC (anisole), C(C)(C)(C)C1=CC=C(C(=O)Cl)C=C1 (4-t-butylbenzoyl chloride). The reagents and catalysts are FC(S(=O)(=O)[O-])(F)F.[Sc+3].FC(S(=O)(=O)[O-])(F)F.FC(S(=O)(=O)[O-])(F)F (scandium(III) trifluoromethanesulfonate). The solvent is [N+](=O)([O-])C (nitromethane). Conditions: temperature 60 celsius, time 21 hour. Yields the product COC1=CC=C(C=C1)C(=O)C1=CC=C(C=C1)C(C)(C)C (4-t-Butylphenyl 4-methoxyphenyl ketone). Isolated yield 64.3%. As a reaction SMILES: [C:1]1([O:7][CH3:8])[CH:6]=[CH:5][CH:4]=[CH:3][CH:2]=1.[C:9]([C:13]1[CH:21]=[CH:20][C:16]([C:17](Cl)=[O:18])=[CH:15][CH:14]=1)([CH3:12])([CH3:11])[CH3:10]>FC(F)(F)S([O-])(=O)=O.[Sc+3].FC(F)(F)S([O-])(=O)=O.FC(F)(F)S([O-])(=O)=O.[N+](C)([O-])=O>[CH3:8][O:7][C:1]1[CH:6]=[CH:5][C:4]([C:17]([C:16]2[CH:20]=[CH:21][C:13]([C:9]([CH3:12])([CH3:11])[CH3:10])=[CH:14][CH:15]=2)=[O:18])=[CH:3][CH:2]=1 |f:2.3.4.5|. Reported procedure: To commercially available nitromethane (5 ml) were added commercially available anisole (541 mg), commercially available 4-t-butylbenzoyl chloride (983 mg) and commercially available scandium(III) trifluoromethanesulfonate (492 mg), and the admixture was stirred at 60° C. for 21 hours. The reaction mixture was partitioned between water and chloroform, and the chloroform layer was then dried with anhydrous magnesium sulfate. After removing the solvent by reduced-pressure distillation, the resulti...